This data is from the Open Reaction Database (ORD), a public repository of structured organic reaction records. The task is: describe an organic reaction: reactants, conditions, products, and yield Starting materials: NC1=C(N=CN1C)C#N (5-amino-1-methyl-1H-imidazole-4-carbonitrile), amide, S(O)(O)(=O)=O (sulfuric acid). The product is NC1=C(N=CN1C)C(=O)N (5-amino-1-methyl-1H-imidazole-4-carboxamide). As a reaction SMILES: [NH2:1][C:2]1[N:6]([CH3:7])[CH:5]=[N:4][C:3]=1[C:8]#[N:9].S(=O)(=O)(O)[OH:11]>>[NH2:1][C:2]1[N:6]([CH3:7])[CH:5]=[N:4][C:3]=1[C:8]([NH2:9])=[O:11]. Procedure details: The cyano group of 5-amino-1-methyl-1H-imidazole-4-carbonitrile 1 is hydrolyzed to the amide in sulfuric acid to give 5-amino-1-methyl-1H-imidazole-4-carboxamide 2 which was cyclized with urea to 9-methyl-1H-purine-2,6(3H,9H)-dione 3. Chlorination of 3 yields 2,6-dichloro-9-methyl-9H-purine 4. Reactants: CN(C)CCCn1ncc2ccc([N+](=O)[O-])cc21, CCO, [Cl-], [Fe], [NH4+], O. The product is CN(C)CCCn1ncc2ccc(N)cc21. RXN SMILES: [CH3:1][N:2]([CH2:3][CH2:4][CH2:5][n:6]1[n:7][cH:8][c:9]2[cH:10][cH:11][c:12]([N+:15]([O-:16])=[O:17])[cH:13][c:14]12)[CH3:18].[CH3:22][CH2:23][OH:24].[Cl-:19].[Fe:21].[NH4+:20].[OH2:25]>>[CH3:1][N:2]([CH2:3][CH2:4][CH2:5][n:6]1[n:7][cH:8][c:9]2[cH:10][cH:11][c:12]([NH2:15])[cH:13][c:14]12)[CH3:18]. Reactants: CC1(NC(=O)OCc2ccccc2)CCN(C(=O)c2ccncc2)CC1, CC#N. Product: CC1(N)CCN(C(=O)c2ccncc2)CC1. Reaction SMILES: [CH2:1]([O:2][C:3](=[O:4])[NH:10][C:11]1([CH3:25])[CH2:12][CH2:13][N:14]([C:17](=[O:18])[c:19]2[cH:20][cH:21][n:22][cH:23][cH:24]2)[CH2:15][CH2:16]1)[c:5]1[cH:6][cH:7][cH:8][cH:9][cH:26]1.[CH3:27][C:28]#[N:29]>>[NH2:10][C:11]1([CH3:25])[CH2:12][CH2:13][N:14]([C:17](=[O:18])[c:19]2[cH:20][cH:21][n:22][cH:23][cH:24]2)[CH2:15][CH2:16]1. The reactants are C(C)(=O)C=1C(=C(C(=CC1OC)OC)[C@H]1[C@@H](N(CC1)C)COC(C)=O)O ((+/−)-trans-Acetic acid 3-(3-acetyl-2-hydroxy-4,6-dimethoxy-phenyl)-1-methyl-pyrrolidin-2-ylmethyl ester), ClC1=NC=CC=C1C(=O)O (2-chloro-pyridine-3-carboxylic acid), O=P(Cl)(Cl)Cl (POCl3). Run in N1=CC=CC=C1 (pyridine). The product is C(C)(=O)OC[C@@H]1N(CC[C@H]1C1=C(C(=C(C=C1OC)OC)C(C)=O)OC(C1=C(N=CC=C1)Cl)=O)C (trans-2-Chloro-nicotinic acid 2-(2-acetoxymethyl-1-methyl-pyrrolidin-3-yl)6-acetyl-3,5-dimethoxy-phenyl ester). RXN SMILES: [C:1]([C:4]1[C:5]([OH:25])=[C:6]([C@@H:14]2[CH2:18][CH2:17][N:16]([CH3:19])[C@H:15]2[CH2:20][O:21][C:22](=[O:24])[CH3:23])[C:7]([O:12][CH3:13])=[CH:8][C:9]=1[O:10][CH3:11])(=[O:3])[CH3:2].[Cl:26][C:27]1[C:32]([C:33](O)=[O:34])=[CH:31][CH:30]=[CH:29][N:28]=1.O=P(Cl)(Cl)Cl>N1C=CC=CC=1>[C:22]([O:21][CH2:20][C@H:15]1[C@H:14]([C:6]2[C:7]([O:12][CH3:13])=[CH:8][C:9]([O:10][CH3:11])=[C:4]([C:1](=[O:3])[CH3:2])[C:5]=2[O:25][C:33](=[O:34])[C:32]2[CH:31]=[CH:30][CH:29]=[N:28][C:27]=2[Cl:26])[CH2:18][CH2:17][N:16]1[CH3:19])(=[O:24])[CH3:23]. Procedure details: (+/−)-trans-Acetic acid 3-(3-acetyl-2-hydroxy-4,6-dimethoxy-phenyl)-1-methyl-pyrrolidin-2-ylmethyl ester (1.65 g, 4.7 mmol) was reacted with 2-chloro-pyridine-3-carboxylic acid (2.44 g, 15.49 mmol) in the presence of dry pyridine (25 mL) and POCl3 (2.1 mL, 23.43 mmol) using the conditions described in example 52 to get trans-2-Chloro-nicotinic acid 2-(2-acetoxymethyl-1-methyl-pyrrolidin-3-yl)6-acetyl-3,5-dimethoxy-phenyl ester. This was converted in situ to the title compound (66) using NaH (1.2... The reactants are Cl.FC(C=1C=C(C=CC1)C1CCNCC1)(F)F (4-(3-trifluoromethyl-phenyl)-piperidine hydrochloride), ClC1=NC=C(C(=O)NC=2SC(=C(N2)C2=CC=CC=C2)C)C=C1 (6-chloro-N-(5-methyl-4-phenyl-thiazol-2-yl)-nicotinamide), C(C)(C)N(CC)C(C)C (diisopropylethylamine). Solvent: CN1C(CCC1)=O (N-methylpyrrolidinone). Conditions: temperature 70 celsius. The product is CC1=C(N=C(S1)NC(=O)C=1C=CC(=NC1)N1CCC(CC1)C1=CC(=CC=C1)C(F)(F)F)C1=CC=CC=C1 (4-(3-trifluoromethyl-phenyl)-3,4,5,6-tetrahydro-2H-[1,2′]bipyridinyl-5′-carboxylic acid (5-methyl-4-phenyl-thiazol-2-yl)-amide). RXN SMILES: Cl[C:2]1[CH:22]=[CH:21][C:5]([C:6]([NH:8][C:9]2[S:10][C:11]([CH3:20])=[C:12]([C:14]3[CH:19]=[CH:18][CH:17]=[CH:16][CH:15]=3)[N:13]=2)=[O:7])=[CH:4][N:3]=1.Cl.[F:24][C:25]([F:39])([F:38])[C:26]1[CH:27]=[C:28]([CH:32]2[CH2:37][CH2:36][NH:35][CH2:34][CH2:33]2)[CH:29]=[CH:30][CH:31]=1.C(N(C(C)C)CC)(C)C>CN1CCCC1=O>[CH3:20][C:11]1[S:10][C:9]([NH:8][C:6]([C:5]2[CH:21]=[CH:22][C:2]([N:35]3[CH2:36][CH2:37][CH:32]([C:28]4[CH:29]=[CH:30][CH:31]=[C:26]([C:25]([F:24])([F:38])[F:39])[CH:27]=4)[CH2:33][CH2:34]3)=[N:3][CH:4]=2)=[O:7])=[N:13][C:12]=1[C:14]1[CH:19]=[CH:18][CH:17]=[CH:16][CH:15]=1 |f:1.2|. Procedure: To a mixture of 6-chloro-N-(5-methyl-4-phenyl-thiazol-2-yl)-nicotinamide (50 mg, 0.152 mmol) and anhydrous N-methylpyrrolidinone (10 mL) in a sealed tube was added 4-(3-trifluoromethyl-phenyl)-piperidine hydrochloride (80 mg, 0.30 mmol) followed by diisopropylethylamine (0.11 mL, 0.63 mmol). The mixture was heated in an oil bath at 70° C. overnight. After concentration, the crude was purified by RP-HPLC to give 4-(3-trifluoromethyl-phenyl)-3,4,5,6-tetrahydro-2H-[1,2′]bipyridinyl-5′-carboxylic ac... The reactants are COC(C1=CC(=C(C=C1)O)Cl)=O (3-chloro-4-hydroxybenzoic acid methyl ester), S(=O)(=O)(OC)OC (dimethyl sulfate), [OH-].[Na+] (sodium hydroxide), O (water). Procedure: To a cooled solution of 14.5 g. (0.078 mol.) of 3-chloro-4-hydroxybenzoic acid methyl ester and 4.0 g. (0.1 mol.) of sodium hydroxide in 100 ml. of water was dropwise added 9.8 g. (7.3 ml., 0.079 mol.) of dimethyl sulfate. The reaction mixture was refluxed for two hours. After cooling, ether was added and the layers were separated. The organic phase was washed with water, dilute sulfuric acid and water, dried (Na2SO4) and concentrated in vacuo to give 3-chloro-4-methoxybenzoic acid methyl ester,... Reaction SMILES: [CH3:1][O:2][C:3](=[O:12])[C:4]1[CH:9]=[CH:8][C:7]([OH:10])=[C:6]([Cl:11])[CH:5]=1.[OH-].[Na+].O.S(OC)(O[CH3:20])(=O)=O>CCOCC>[CH3:1][O:2][C:3](=[O:12])[C:4]1[CH:9]=[CH:8][C:7]([O:10][CH3:20])=[C:6]([Cl:11])[CH:5]=1 |f:1.2|. Product: COC(C1=CC(=C(C=C1)OC)Cl)=O (3-chloro-4-methoxybenzoic acid methyl ester). The solvent is CCOCC (ether). Starting materials: FC1=CC=2CC3=CC=CC=C3C2C=C1 (2-fluoro-9H-fluorene), FC1=CC=2CC3=CC=CC=C3C2C=C1 (2-fluoro-9H-fluorene), lower alkyl lithium, N1=C2C(=CC=C1)CC1=CC=CC=C12 (5H-indeno[1,2-b]pyridine), C(CCC)[Li] (n-butyllithium), C(=O)=O (carbon dioxide), spiro-thiazolidinedione, tricyclic fluorene, heterocyclic fluorene, spiro-tricyclicthiazolidinedione, C1=CC=CC=2C3=CC=CC=C3CC12 (fluorene), heterocyclic, C1=CC=CC=2C3=CC=CC=C3CC12 (fluorene), Formula III, spiro-thiazolidinedione. Solvent: C(C)OCC (diethyl ether), O1CCCC1 (tetrahydrofuran). The product is carboxylic acid, FC1=CC=2C(C3=CC=CC=C3C2C=C1)C(=O)O (2-fluoro-9H-fluoren-9-carboxylic acid). RXN SMILES: C1C2CC3C(=CC=CC=3)C=2C=CC=1.N1C=CC=C2CC3C(C=12)=CC=CC=3.[F:27][C:28]1[CH:40]=[CH:39][C:38]2[C:37]3[C:32](=[CH:33][CH:34]=[CH:35][CH:36]=3)[CH2:31][C:30]=2[CH:29]=1.C([Li])CCC.[C:46](=[O:48])=[O:47]>O1CCCC1.C(OCC)C>[F:27][C:28]1[CH:40]=[CH:39][C:38]2[C:37]3[C:32](=[CH:33][CH:34]=[CH:35][CH:36]=3)[CH:31]([C:46]([OH:48])=[O:47])[C:30]=2[CH:29]=1. Procedure details: The novel spiro-tricyclicthiazolidinedione derivatives of the present invention are readily prepared from appropriate fluorene and heterocyclic analogs of fluorene derivatives of Formula III, wherein A and B are previously defined. For example, spiro-thiazolidinedione derivative (26) is prepared from 5H-indeno[1,2-b]pyridine: ##STR25## Likewise, the spiro-thiazolidinedione of example (12) is prepared from its starting material 2-fluoro-9H-fluorene: ##STR26## The synthesis of a spiro-thiazolidine... Starting materials: N1CCC(CC1)NC1=C(C=CC=C1)C(F)(F)F (piperidin-4-yl-(2-trifluoromethylphenyl)amine), C1(CC1)CCNC(=O)C=1N=NC(=CC1)Cl (6-chloropyridazine-3-carboxylic acid (2-cyclopropylethyl)amide), C(=O)([O-])[O-].[K+].[K+] (K2CO3). The reagents and catalysts are [N+](CCCC)(CCCC)(CCCC)CCCC.[I-] (n-Bu4NI). The solvent is O1CCOCC1 (dioxane). The product is C1(CC1)CCNC(=O)C=1N=NC(=CC1)N1CCC(CC1)NC1=C(C=CC=C1)C(F)(F)F (6-[4-(2-trifluoromethylphenylamino)piperidin-1-yl]pyridazine-3-carboxylic acid (2-cyclopropylethyl)amide). Isolated yield 57.0%. As a reaction SMILES: [NH:1]1[CH2:6][CH2:5][CH:4]([NH:7][C:8]2[CH:13]=[CH:12][CH:11]=[CH:10][C:9]=2[C:14]([F:17])([F:16])[F:15])[CH2:3][CH2:2]1.[CH:18]1([CH2:21][CH2:22][NH:23][C:24]([C:26]2[N:27]=[N:28][C:29](Cl)=[CH:30][CH:31]=2)=[O:25])[CH2:20][CH2:19]1.C([O-])([O-])=O.[K+].[K+]>[N+](CCCC)(CCCC)(CCCC)CCCC.[I-].O1CCOCC1>[CH:18]1([CH2:21][CH2:22][NH:23][C:24]([C:26]2[N:27]=[N:28][C:29]([N:1]3[CH2:2][CH2:3][CH:4]([NH:7][C:8]4[CH:13]=[CH:12][CH:11]=[CH:10][C:9]=4[C:14]([F:15])([F:16])[F:17])[CH2:5][CH2:6]3)=[CH:30][CH:31]=2)=[O:25])[CH2:20][CH2:19]1 |f:2.3.4,5.6|. Reported procedure: A mixture of piperidin-4-yl-(2-trifluoromethylphenyl)amine (0.380 g, 1.55 mmol), 6-chloropyridazine-3-carboxylic acid (2-cyclopropylethyl)amide (0.276 g, 1.00 mmol), K2CO3 (0.277 g, 2.0 mmol) and n-Bu4NI (10 mg) in dioxane (10 mL) was heated to reflux overnight, then concentrated. The residue was purified by flash chromatography to give 6-[4-(2-trifluoromethylphenylamino)piperidin-1-yl]pyridazine-3-carboxylic acid (2-cyclopropylethyl)amide (0.247 g). MS (ES+) m/z 434.3 (M+1). As a reaction SMILES: [CH3:1][N:2]1[C:6]2[CH:7]=[CH:8][C:9]([C:11](=[O:30])[CH2:12][CH2:13][N:14]3[CH2:19][CH2:18][N:17]([C:20]4[CH:25]=[CH:24][CH:23]=[C:22]([C:26]([F:29])([F:28])[F:27])[CH:21]=4)[CH2:16][CH2:15]3)=[CH:10][C:5]=2[O:4][C:3]1=[O:31].[BH4-].[Na+]>CO>[CH3:1][N:2]1[C:6]2[CH:7]=[CH:8][C:9]([CH:11]([OH:30])[CH2:12][CH2:13][N:14]3[CH2:19][CH2:18][N:17]([C:20]4[CH:25]=[CH:24][CH:23]=[C:22]([C:26]([F:29])([F:28])[F:27])[CH:21]=4)[CH2:16][CH2:15]3)=[CH:10][C:5]=2[O:4][C:3]1=[O:31] |f:1.2|. Procedure: 0.01 mole of 3-methyl-6-{3-[4-(3-trifluoromethylphenyl)-1-piperazinyl]-1-oxopropyl}benzoxazolinone is dissolved in 200 cm3 of methanol in a 250-cm3 flask equipped with a magnetic stirrer. 0.02 mole of sodium borohydride is added very slowly and with stirring. Stirring is maintained for 4 hours at room temperature. The reaction medium is evaporated on a water bath under vacuum. The residue is taken up with water and extracted several times with chloroform. The extracts are filtered and evaporated... Run in CO (methanol). The reactants are CN1C(OC2=C1C=CC(=C2)C(CCN2CCN(CC2)C2=CC(=CC=C2)C(F)(F)F)=O)=O (3-methyl-6-{3-[4-(3-trifluoromethylphenyl)-1-piperazinyl]-1-oxopropyl}benzoxazolinone), [BH4-].[Na+] (sodium borohydride). Yields the product CN1C(OC2=C1C=CC(=C2)C(CCN2CCN(CC2)C2=CC(=CC=C2)C(F)(F)F)O)=O (3-Methyl-6-{3-[4-(3-trifluoromethylphenyl)-1-piperazinyl]-1-hydroxypropyl}benzoxazolinone). Reactants: ClC1=CC(=NC(=N1)N)N (6-chloro-2,4-diaminopyrimidine), CNN (methylhydrazine). The solvent is CO (methanol). Reaction conditions: time 18 hour. The product is NC1=NC(=CC(=N1)N)N(N)C (2,4-diamino-6-(1-methylhydrazino)pyrimidine). Yield: 45.0%. RXN SMILES: Cl[C:2]1[N:7]=[C:6]([NH2:8])[N:5]=[C:4]([NH2:9])[CH:3]=1.[CH3:10][NH:11][NH2:12]>CO>[NH2:8][C:6]1[N:5]=[C:4]([NH2:9])[CH:3]=[C:2]([N:11]([CH3:10])[NH2:12])[N:7]=1. Procedure details: To a refluxing solution of 6-chloro-2,4-diaminopyrimidine (4.0 g) in anhydrous methanol (40 ml) was added methylhydrazine (3.2 g). After 18 hours the refluxing mixture was allowed to cool to room temperature under a nitrogen atmosphere in order that the product could crystallise out. The white solid (3.0 g) was collected by filtration and dried under reduced pressure at 70° C. Recrystallisation of the product from methanol/methylhydrazine (50/l) gave straw-coloured crystals of 2,4-diamino-6-(1-m...